This data is from the Open Reaction Database (ORD), a public repository of structured organic reaction records. The task is: describe an organic reaction: reactants, conditions, products, and yield The reactants are Cl.FC=1C=C(C=CC1OC1=NC=NN2C1=C(C(=C2)OCCN2CCOCC2)C)C(C(=O)N)C(=O)NC2=CC=C(C=C2)F ((3-Fluoro-4-(5-methyl-6-(2-morpholinoethoxy)pyrrolo[2,1-f][1,2,4]triazin-4-yloxy)phenyl)-N3-(4-fluorophenyl)malonamide, hydrochloride salt), FC1=C(OC2=NC=NN3C2=C(C(=C3)OCCCN3CCOCC3)C)C=CC(=C1)[N+](=O)[O-] (4-(2-fluoro-4-nitrophenoxy)-5-methyl-6-(3-morpholinopropoxy)pyrrolo[2,1-f][1,2,4]triazine). The product is FC=1C=C(C=CC1OC1=NC=NN2C1=C(C(=C2)OCCCN2CCOCC2)C)N (3-Fluoro-4-(5-methyl-6-(3-morpholinopropoxy)pyrrolo[2,1-f][1,2,4]triazin-4-yloxy)benzenamine). Yield: 96.9%. RXN SMILES: Cl.FC1C=C(C(C(NC2C=CC(F)=CC=2)=O)C(N)=O)C=CC=1OC1C2=C(C)C(OCCN3CCOCC3)=CN2N=CN=1.[F:43][C:44]1[CH:70]=[C:69]([N+:71]([O-])=O)[CH:68]=[CH:67][C:45]=1[O:46][C:47]1[C:52]2=[C:53]([CH3:66])[C:54]([O:56][CH2:57][CH2:58][CH2:59][N:60]3[CH2:65][CH2:64][O:63][CH2:62][CH2:61]3)=[CH:55][N:51]2[N:50]=[CH:49][N:48]=1>>[F:43][C:44]1[CH:70]=[C:69]([NH2:71])[CH:68]=[CH:67][C:45]=1[O:46][C:47]1[C:52]2=[C:53]([CH3:66])[C:54]([O:56][CH2:57][CH2:58][CH2:59][N:60]3[CH2:61][CH2:62][O:63][CH2:64][CH2:65]3)=[CH:55][N:51]2[N:50]=[CH:49][N:48]=1 |f:0.1|. Procedure: Following a procedure similar to that for the synthesis of Compound C of Example 36, 4-(2-fluoro-4-nitrophenoxy)-5-methyl-6-(3-morpholinopropoxy)pyrrolo[2,1-f][1,2,4]triazine (31 mg, 0.072 mmol) was converted to the title compound (28 mg, 95%). MS(ESI+) m/z 402.3 (M+H)+. The product is CCCc1c(OCCCCCCc2cccc(OCCCCC(=O)OC)c2CCC(=O)OC)ccc2c1OCCC2=O. RXN SMILES: [CH3:16][O:17][C:18]([CH2:19][CH2:20][c:21]1[c:22]([O:38][CH2:39][CH2:40][CH2:41][CH2:42][C:43](=[O:44])[O:45][CH3:46])[cH:23][cH:24][cH:25][c:26]1[CH2:27][CH2:28][CH2:29][CH2:30][CH2:31][CH2:32][O:33][S:34]([CH3:35])(=[O:36])=[O:37])=[O:47].[OH:1][c:2]1[c:3]([CH2:13][CH2:14][CH3:15])[c:4]2[c:5]([cH:11][cH:12]1)[C:6](=[O:10])[CH2:7][CH2:8][O:9]2>>[O:1]([c:2]1[c:3]([CH2:13][CH2:14][CH3:15])[c:4]2[c:5]([cH:11][cH:12]1)[C:6](=[O:10])[CH2:7][CH2:8][O:9]2)[CH2:32][CH2:31][CH2:30][CH2:29][CH2:28][CH2:27][c:26]1[c:21]([CH2:20][CH2:19][C:18]([O:17][CH3:16])=[O:47])[c:22]([O:38][CH2:39][CH2:40][CH2:41][CH2:42][C:43](=[O:44])[O:45][CH3:46])[cH:23][cH:24][cH:25]1. The reactants are COC(=O)CCCCOc1cccc(CCCCCCOS(C)(=O)=O)c1CCC(=O)OC, CCCc1c(O)ccc2c1OCCC2=O.